Dataset: the Open Reaction Database (ORD), a public repository of structured organic reaction records. Task: describe an organic reaction: reactants, conditions, products, and yield Starting materials: C1COCCOCCOCCOCCO1, Clc1ccccc1, COC(=O)c1cccc(N)c1, [Na+], N#C[S-], O=S(=O)(O)O. The product is COC(=O)c1cccc(NC(N)=S)c1. As a reaction SMILES: [CH2:21]1[O:22][CH2:23][CH2:24][O:25][CH2:26][CH2:27][O:28][CH2:29][CH2:30][O:31][CH2:32][CH2:33][O:34][CH2:35]1.[Cl:36][c:37]1[cH:38][cH:39][cH:40][cH:41][cH:42]1.[NH2:1][c:2]1[cH:3][c:4]([C:5](=[O:6])[O:7][CH3:8])[cH:9][cH:10][cH:11]1.[Na+:17].[S-:18][C:19]#[N:20].[S:12](=[O:13])(=[O:14])([OH:15])[OH:16]>>[NH:1]([c:2]1[cH:3][c:4]([C:5](=[O:6])[O:7][CH3:8])[cH:9][cH:10][cH:11]1)[C:19](=[S:18])[NH2:20]. Reactants: hydroxysuccinimide ester, CC1(CCC1)OC(=O)N[C@@H](CC1=CC=CC=C1)C(=O)O (N-(1-methylcyclobutyloxycarbonyl) phenylalanine), Cl.COC([C@@H](N)C)=O (alanine methyl ester hydrochloride), C(Cl)Cl (methylene chloride). RXN SMILES: [CH3:1][C:2]1([O:6][C:7]([NH:9][C@H:10]([C:18]([OH:20])=[O:19])[CH2:11][C:12]2[CH:17]=[CH:16][CH:15]=[CH:14][CH:13]=2)=[O:8])[CH2:5][CH2:4][CH2:3]1.Cl.[CH3:22][O:23][C:24](=[O:28])[C@H:25]([CH3:27])[NH2:26].C(Cl)Cl>C(N(CC)CC)C>[CH3:1][C:2]1([O:6][C:7]([NH:9][C@H:10]([C:18]([OH:20])=[O:19])[CH2:11][C:12]2[CH:13]=[CH:14][CH:15]=[CH:16][CH:17]=2)=[O:8])[CH2:3][CH2:4][CH2:5]1.[CH3:22][O:23][C:24](=[O:28])[C@H:25]([CH3:27])[NH2:26] |f:1.2,5.6|. Conditions: time 6 hour. The product is CC1(CCC1)OC(=O)N[C@@H](CC1=CC=CC=C1)C(=O)O.COC([C@@H](N)C)=O (N-(1-methylcyclobutyloxycarbonyl) phenylalanine alanine methyl ester). Reported procedure: A solution of 0.67 mM of the hydroxysuccinimide ester of N-(1-methylcyclobutyloxycarbonyl) phenylalanine and 0.70 mM of alanine methyl ester hydrochloride in 10 ml. of methylene chloride is treated with triethylamine until the pH is adjusted to 7.6-8.0. Reaction is stirred 6 hours and the reaction mixture is washed according to the following procedure: one time with dilute sodium bicarbonate solution; once with 50% saturated sodium chloride solution; once with 0.2 N sulfuric acid saturated with ... The solvent is C(C)N(CC)CC (triethylamine). The reactants are C=1C=CN2C1CN(C1=C(C2)C=CC=C1)C(=O)C1=C(C=C(C=C1)B1OC(C(O1)(C)C)(C)C)Cl ((10,11-Dihydro-5H-pyrrolo[2,1-c][1,4]benzodiazepin-10-yl)-[2-chloro-4-(4,4,5,5-tetramethyl-[1,3,2]dioxaborolan-2-yl)-phenyl]-methanone), FC(S(=O)(=O)OC1=CCCCC1)(F)F (cyclohexen-1-yl trifluoromethanesulfonate). Solvent: C(C)OCC (diethyl ether). The product is C=1C=CN2C1CN(C1=C(C2)C=CC=C1)C(=O)C1=C(C=C(C=C1)C1=CCCCC1)Cl ((10,11-Dihydro-5H-pyrrolo[2,1-c][1,4]benzodiazepin-10-yl)-[2-chloro-4-(cyclohex-1-en-1-yl)-phenyl]-methanone). Isolated yield 92.9%. As a reaction SMILES: [CH:1]1[CH:2]=[CH:3][N:4]2[CH2:10][C:9]3[CH:11]=[CH:12][CH:13]=[CH:14][C:8]=3[N:7]([C:15]([C:17]3[CH:22]=[CH:21][C:20](B4OC(C)(C)C(C)(C)O4)=[CH:19][C:18]=3[Cl:32])=[O:16])[CH2:6][C:5]=12.FC(F)(F)S(O[C:39]1[CH2:44][CH2:43][CH2:42][CH2:41][CH:40]=1)(=O)=O>C(OCC)C>[CH:1]1[CH:2]=[CH:3][N:4]2[CH2:10][C:9]3[CH:11]=[CH:12][CH:13]=[CH:14][C:8]=3[N:7]([C:15]([C:17]3[CH:22]=[CH:21][C:20]([C:39]4[CH2:44][CH2:43][CH2:42][CH2:41][CH:40]=4)=[CH:19][C:18]=3[Cl:32])=[O:16])[CH2:6][C:5]=12. Procedure details: (10,11-Dihydro-5H-pyrrolo[2,1-c][1,4]benzodiazepin-10-yl)-[2-chloro-4-(4,4,5,5-tetramethyl-[1,3,2]dioxaborolan-2-yl)-phenyl]-methanone of Step B (0.300 g, 0.668 mmol) and cyclohexen-1-yl trifluoromethanesulfonate (0.169 g, 0.735 mmol) were reacted by the procedure described in Example 1, Step F. The crude product was purified by flash column chromatography on silica gel, eluting with 30% ethyl acetate/hexane to afford a clear oil. The oil was dissolved in diethyl ether and precipitated with petr... Reactants: [Si](C)(C)(C(C)(C)C)OCC1CN(CCN1CC=CC#N)C(=O)OC(C)(C)C (tert-butyl 3-({[tert-butyl(dimethyl)silyl]oxy}methyl)-4-[3-cyanoprop-2-en-1-yl]piperazine-1-carboxylate), N1N=CC(=C1)C=1C2=C(N=CN1)N(C=C2)COCC[Si](C)(C)C (4-(1H-pyrazol-4-yl)-7-{[2-(trimethylsilyl)ethoxy]methyl}-7H-pyrrolo[2,3-d]pyrimidine), C([O-])([O-])=O.[K+].[K+] (potassium carbonate). The solvent is CN(C)C=O (DMF). Reaction conditions: time 8 hour. Yields the product [Si](C)(C)(C(C)(C)C)OCC1CN(CCN1CC(CC#N)N1N=CC(=C1)C=1C2=C(N=CN1)N(C=C2)COCC[Si](C)(C)C)C(=O)OC(C)(C)C (tert-butyl 3-({[tert-butyl(dimethyl)silyl]oxy}methyl)-4-{3-cyano-2-[4-(7-{[2-(trimethylsilyl)ethoxy]methyl}-7H-pyrrolo[2,3-d]pyrimidin-4-yl)-1H-pyrazol-1-yl]propyl}piperazine-1-carboxylate). RXN SMILES: [Si:1]([O:8][CH2:9][CH:10]1[N:15]([CH2:16][CH:17]=[CH:18][C:19]#[N:20])[CH2:14][CH2:13][N:12]([C:21]([O:23][C:24]([CH3:27])([CH3:26])[CH3:25])=[O:22])[CH2:11]1)([C:4]([CH3:7])([CH3:6])[CH3:5])([CH3:3])[CH3:2].[NH:28]1[CH:32]=[C:31]([C:33]2[C:34]3[CH:41]=[CH:40][N:39]([CH2:42][O:43][CH2:44][CH2:45][Si:46]([CH3:49])([CH3:48])[CH3:47])[C:35]=3[N:36]=[CH:37][N:38]=2)[CH:30]=[N:29]1.C(=O)([O-])[O-].[K+].[K+]>CN(C=O)C>[Si:1]([O:8][CH2:9][CH:10]1[N:15]([CH2:16][CH:17]([N:28]2[CH:32]=[C:31]([C:33]3[C:34]4[CH:41]=[CH:40][N:39]([CH2:42][O:43][CH2:44][CH2:45][Si:46]([CH3:49])([CH3:48])[CH3:47])[C:35]=4[N:36]=[CH:37][N:38]=3)[CH:30]=[N:29]2)[CH2:18][C:19]#[N:20])[CH2:14][CH2:13][N:12]([C:21]([O:23][C:24]([CH3:27])([CH3:26])[CH3:25])=[O:22])[CH2:11]1)([C:4]([CH3:7])([CH3:5])[CH3:6])([CH3:2])[CH3:3] |f:2.3.4|. Procedure: To a mixture of tert-butyl 3-({[tert-butyl(dimethyl)silyl]oxy}methyl)-4-[3-cyanoprop-2-en-1-yl]piperazine-1-carboxylate (0.31 g, 0.78 mmol, as a mixture of E- and Z-isomers from Step 2) and 4-(1H-pyrazol-4-yl)-7-{[2-(trimethylsilyl)ethoxy]methyl}-7H-pyrrolo[2,3-d]pyrimidine (0.18 g, 0.56 mmol, prepared as described in WO 2007/070514 Example 65) in DMF (0.50 mL) was added potassium carbonate (0.23 g, 1.7 mmol). The mixture was stirred at ambient temperature overnight. The mixture was filtered, di... The reactants are O=C([O-])[O-], CN(C)C=O, Fc1cccc(CBr)c1, [K+], [K+], O, O=Cc1ccc(O)cc1. The product is O=Cc1ccc(OCc2cccc(F)c2)cc1. Reaction SMILES: [C:10](=[O:11])([O-:12])[O-:13].[CH3:25][N:26]([CH3:27])[CH:28]=[O:29].[F:16][c:17]1[cH:18][c:19]([CH2:20][Br:21])[cH:22][cH:23][cH:24]1.[K+:14].[K+:15].[OH2:30].[OH:1][c:2]1[cH:3][cH:4][c:5]([CH:6]=[O:7])[cH:8][cH:9]1>>[O:1]([c:2]1[cH:3][cH:4][c:5]([CH:6]=[O:7])[cH:8][cH:9]1)[CH2:20][c:19]1[cH:18][c:17]([F:16])[cH:24][cH:23][cH:22]1. Reactants: [H-].[Li+].[Al+3].[H-].[H-].[H-] (aluminum lithium hydride), S(=O)(=O)([O-])[O-].[Na+].[Na+] (sodium sulfate), OC=1C(=CC(=C2C3CCCCC3C(C12)N1C(CCC1)=O)C)C (8-hydroxy-5,7-dimethyl 9-(2-oxo-1-pyrrolidinyl)-1,2,3,4,4a,9a-hexahydrofluorene), [H-] (hydride). The solvent is C1CCOC1 (THF), C(C)(=O)OCC (ethyl acetate). Run at time 1 hour. Yields the product OC=1C(=CC(=C2C3CCCCC3C(C12)N1CCCC1)C)C (8-hydroxy-5,7-dimethyl-9-(1-pyrrolidinyl)-1,2,3,4,4a,9a-hexahydrofluorene). Yield: 69.5%. RXN SMILES: [H-].[Li+].[Al+3].[H-].[H-].[H-].[OH:7][C:8]1[C:9]([CH3:28])=[CH:10][C:11]([CH3:27])=[C:12]2[C:20]=1[CH:19]([N:21]1[CH2:25][CH2:24][CH2:23][C:22]1=O)[CH:18]1[CH:13]2[CH2:14][CH2:15][CH2:16][CH2:17]1.[H-].S([O-])([O-])(=O)=O.[Na+].[Na+]>C1COCC1.C(OCC)(=O)C>[OH:7][C:8]1[C:9]([CH3:28])=[CH:10][C:11]([CH3:27])=[C:12]2[C:20]=1[CH:19]([N:21]1[CH2:25][CH2:24][CH2:23][CH2:22]1)[CH:18]1[CH:13]2[CH2:14][CH2:15][CH2:16][CH2:17]1 |f:0.1.2.3.4.5,8.9.10|. Reported procedure: 0.34 Gram of aluminum lithium hydride was suspended in 30 ml of THF and to the suspension was gradually added dropwise 1.6 g of 8-hydroxy-5,7-dimethyl 9-(2-oxo-1-pyrrolidinyl)-1,2,3,4,4a,9a-hexahydrofluorene. This suspension was refluxed with heating for 5 hours and then ice-cooled and excess hydride was decomposed with ethyl acetate. To the reaction mixture was added 1.5 ml of saturated aqueous sodium sulfate solution, followed by stirring at room temperature for 1 hour and then filtration to r... The reactants are C[Si](C1=C(C(=C(O1)C)COC(CCCCCCCCCCC)=O)C1=CC=CC=C1)(C)C (5-trimethylsilyl-4-phenyl-3-dodecoyloxymethyl-2-methylfuran), C(=O)=O.CC(=O)C (dry ice acetone), C1=C2C(=C(C(=C1I)O)I)OC3=C(C(=C(C=C3C24C5=C(C(=C(C(=C5Cl)Cl)Cl)Cl)C(=O)O4)I)O)I (Rose Bengal), O=O (O2). The yield is 27.0%. Procedure details: The solution of Compound 15 and Rose Bengal in THF was saturated with O2, then cooled to approximately -5° C. (dry ice/acetone bath) and irradiated with a 150 watt flood lamp (maintaining the temperature of the mixture at -5° to 0° C.) for 3 hours. The reaction mixture was then filtered and concentrated to a pink oil which was purified by column chromatography (eluent, EtOAc/hexanes, 1:20 to 1:4) to give 3.4 g (27%) of pure title compound as a colorless oil. An additional 3 g (approximately 25%)... Solvent: C1CCOC1 (THF). Reaction SMILES: C[Si](C)(C)[C:3]1[O:7][C:6]([CH3:8])=[C:5]([CH2:9][O:10][C:11](=[O:23])[CH2:12][CH2:13][CH2:14][CH2:15][CH2:16][CH2:17][CH2:18][CH2:19][CH2:20][CH2:21][CH3:22])[C:4]=1[C:24]1[CH:29]=[CH:28][CH:27]=[CH:26][CH:25]=1.C1C(I)=C([OH:39])C(I)=C2OC3C(C4(OC(=O)C5C(Cl)=C(Cl)C(Cl)=C(Cl)C4=5)C=12)=CC(I)=C(O)C=3I.O=O.C(=O)=O.CC(C)=O>C1COCC1>[C:11]([O:10][CH2:9][C:5]1[CH:6]([CH3:8])[O:7][C:3](=[O:39])[C:4]=1[C:24]1[CH:29]=[CH:28][CH:27]=[CH:26][CH:25]=1)(=[O:23])[CH2:12][CH2:13][CH2:14][CH2:15][CH2:16][CH2:17][CH2:18][CH2:19][CH2:20][CH2:21][CH3:22] |f:3.4|. The product is C(CCCCCCCCCCC)(=O)OCC1=C(C(OC1C)=O)C1=CC=CC=C1 (4-Dodecoyloxymethyl-5-methyl-3-phenyl-2(5H)-furanone).